Dataset: the Open Reaction Database (ORD), a public repository of structured organic reaction records. Task: describe an organic reaction: reactants, conditions, products, and yield Starting materials: O=C([O-])O, CCOC(=O)c1c(CCO)nc2cc(OC)c(OC)cc2c1-c1ccc(OC)c(OC)c1, [Na+], O, BrP(Br)Br, c1ccccc1. Yields the product CCOC(=O)c1c(CCBr)nc2cc(OC)c(OC)cc2c1-c1ccc(OC)c(OC)c1. As a reaction SMILES: [C:38](=[O:39])([O-:40])[OH:41].[CH2:5]([CH3:6])[O:7][C:8](=[O:9])[c:10]1[c:11]([CH2:34][CH2:35][OH:36])[n:12][c:13]2[cH:14][c:15]([O:32][CH3:33])[c:16]([O:30][CH3:31])[cH:17][c:18]2[c:19]1-[c:20]1[cH:21][c:22]([O:28][CH3:29])[c:23]([O:26][CH3:27])[cH:24][cH:25]1.[Na+:42].[OH2:37].[P:1]([Br:2])([Br:3])[Br:4].[cH:43]1[cH:44][cH:45][cH:46][cH:47][cH:48]1>>[Br:2][CH2:35][CH2:34][c:11]1[c:10]([C:8]([O:7][CH2:5][CH3:6])=[O:9])[c:19](-[c:20]2[cH:21][c:22]([O:28][CH3:29])[c:23]([O:26][CH3:27])[cH:24][cH:25]2)[c:18]2[c:13]([n:12]1)[cH:14][c:15]([O:32][CH3:33])[c:16]([O:30][CH3:31])[cH:17]2. Starting materials: BrC=1C(=C(C=O)C=CC1)C (3-bromo-2-methylbenzaldehyde), N1C(CC2=CC=CC=C12)=O (indolin-2-one), N1CCCCC1 (piperidine). Run in C(C)O (ethanol). Reaction conditions: temperature 82.5 celsius, time 15.25 hour. The product is BrC=1C(=C(C=C2C(NC3=CC=CC=C23)=O)C=CC1)C (3-(3-bromo-2-methylbenzylidene)indolin-2-one). Yield: 29.9%. As a reaction SMILES: [Br:1][C:2]1[C:3]([CH3:10])=[C:4]([CH:7]=[CH:8][CH:9]=1)[CH:5]=O.[NH:11]1[C:19]2[C:14](=[CH:15][CH:16]=[CH:17][CH:18]=2)[CH2:13][C:12]1=[O:20].N1CCCCC1>C(O)C>[Br:1][C:2]1[C:3]([CH3:10])=[C:4]([CH:7]=[CH:8][CH:9]=1)[CH:5]=[C:13]1[C:14]2[C:19](=[CH:18][CH:17]=[CH:16][CH:15]=2)[NH:11][C:12]1=[O:20]. Procedure details: Step 2 A solution of 3-bromo-2-methylbenzaldehyde (200 mg, 1.01 mmol) and indolin-2-one (134 mg, 1.01 mmol) in ethanol (10 mL) was treated with piperidine (0.099 mL, 1.01 mmol) and heated at 80-85° C. After 15.25 h, the solution was cooled to rt and concentrated. The residue was purified by column chromatography (eluting with a gradient from 80:20 to 30:70 hexane-ethyl acetate) to provide 3-(3-bromo-2-methylbenzylidene)indolin-2-one as a bright yellow solid (94.9 mg, 30%). 1H NMR (400 MHz, chlor... The product is C=C1CCCCCCC=CCCCCCCC1 (1-methylene-8-cyclohexadecene). The reactants are [Br-].C1(=CC=CC=C1)C(C1=CC=CC=C1)(C1=CC=CC=C1)[PH3+] (triphenylmethylphosphoniumbromide), C(CCC)[Li] (n-butyllithium), C1(CCCCCCC=CCCCCCCC1)=O (8-cyclohexadecen-1-one). Procedure: 10.7 g of triphenylmethylphosphoniumbromide are added at room temperature to a mixture of 20 ml of n-butyllithium (1.55 molar in hexane) and 60 ml of diethyl ether. After the mixture has been kept at room temperature for 4 hours, 7.3 g of 8-cyclohexadecen-1-one are added dropwise, and the mixture is refluxed for 18 hours. The mixture is filtered, the solvent is removed by distillation, and the residue is purified by chromatography (SiO2, hexane/ethyl acetate 95:5), giving 2.5 g of 1-methylene-8-... As a reaction SMILES: [Br-].[C:2]1([C:8]([PH3+])([C:15]2[CH:20]=[CH:19][CH:18]=[CH:17][CH:16]=2)[C:9]2[CH:14]=[CH:13][CH:12]=[CH:11][CH:10]=2)C=CC=CC=1.[CH2:22]([Li])[CH2:23][CH2:24]C.C1(=O)CCCCCCCC=CCCCCCC1>C(OCC)C>[CH2:2]=[C:8]1[CH2:9][CH2:14][CH2:13][CH2:12][CH2:11][CH2:10][CH2:24][CH:23]=[CH:22][CH2:16][CH2:17][CH2:18][CH2:19][CH2:20][CH2:15]1 |f:0.1|. Run in C(C)OCC (diethyl ether). Conditions: time 4 hour. Reactants: COC1=CC=C(N=N1)N (6-methoxypyridazin-3-amine), CC1=NOC(=C1COC1=CC=C(C=C1)S(=O)(=O)Cl)C (4-{[(3,5-dimethyl-4-isoxazolyl)methyl]oxy}benzenesulfonyl chloride). Run in N1=CC=CC=C1 (pyridine). Reaction conditions: temperature 20 celsius, time 18 hour. The product is CC1=NOC(=C1COC1=CC=C(C=C1)S(=O)(=O)NC=1N=NC(=CC1)OC)C (4-{[(3,5-dimethyl-4-isoxazolyl)methyl]oxy}-N-[6-(methyloxy)-3-pyridazinyl]benzenesulfonamide). Isolated yield 4.1%. As a reaction SMILES: [CH3:1][O:2][C:3]1[N:8]=[N:7][C:6]([NH2:9])=[CH:5][CH:4]=1.[CH3:10][C:11]1[C:15]([CH2:16][O:17][C:18]2[CH:23]=[CH:22][C:21]([S:24](Cl)(=[O:26])=[O:25])=[CH:20][CH:19]=2)=[C:14]([CH3:28])[O:13][N:12]=1>N1C=CC=CC=1>[CH3:10][C:11]1[C:15]([CH2:16][O:17][C:18]2[CH:19]=[CH:20][C:21]([S:24]([NH:9][C:6]3[N:7]=[N:8][C:3]([O:2][CH3:1])=[CH:4][CH:5]=3)(=[O:26])=[O:25])=[CH:22][CH:23]=2)=[C:14]([CH3:28])[O:13][N:12]=1. Procedure: To a solution of 6-methoxypyridazin-3-amine (125 mg, 1.0 mmol) in pyridine (8 mL) at room temperature, was added 4-{[(3,5-dimethyl-4-isoxazolyl)methyl]oxy}benzenesulfonyl chloride (0.302 g, 1.0 mmol). The reaction mixture was stirred at 20° C. for 18 hours. The solvent was evaporated in vacuo and passed through an aminopropyl (NH2) solid phase extraction (SPE) cartridge eluting with methanol, followed by a sulphonic acid (SCX) SPE cartridge eluting with methanol. The crude was then purified by f... The reactants are C(=O)(O)C12CCC(CC1)(CC2)NCC(=O)N2[C@@H](C[C@@H](C2)F)C#N ((2S,4S)-1-[[N-(4-carboxybicyclo[2.2.2]oct-1-yl)amino]acetyl]-4-fluoropyrrolidine-2-carbonitrile), NC=1SC=C(N1)C (2-amino-4-methylthiazole). The product is F[C@H]1C[C@H](N(C1)C(CNC12CCC(CC1)(CC2)C(=O)NC=2SC=C(N2)C)=O)C#N ((2S,4S)-4-fluoro-1-[[N-[4-[N-(4-methylthiazol-2-yl)amino]carbonylbicyclo[2.2.2]oct-1-yl]amino]acetyl]pyrrolidine-2-carbonitrile). Yield: 17.7%. RXN SMILES: [C:1]([C:4]12[CH2:11][CH2:10][C:7]([NH:12][CH2:13][C:14]([N:16]3[CH2:20][C@@H:19]([F:21])[CH2:18][C@H:17]3[C:22]#[N:23])=[O:15])([CH2:8][CH2:9]1)[CH2:6][CH2:5]2)([OH:3])=O.[NH2:24][C:25]1[S:26][CH:27]=[C:28]([CH3:30])[N:29]=1>>[F:21][C@@H:19]1[CH2:20][N:16]([C:14](=[O:15])[CH2:13][NH:12][C:7]23[CH2:6][CH2:5][C:4]([C:1]([NH:24][C:25]4[S:26][CH:27]=[C:28]([CH3:30])[N:29]=4)=[O:3])([CH2:9][CH2:8]2)[CH2:11][CH2:10]3)[C@H:17]([C:22]#[N:23])[CH2:18]1. Procedure: In a similar manner to Example 63, (2S,4S)-1-[[N-(4-carboxybicyclo[2.2.2]oct-1-yl)amino]acetyl]-4-fluoropyrrolidine-2-carbonitrile (50.0 mg) and 2-amino-4-methylthiazole (38.8 mg) were used to obtain (2S,4S)-4-fluoro-1-[[N-[4-[N-(4-methylthiazol-2-yl)amino]carbonylbicyclo[2.2.2]oct-1-yl]amino]acetyl]pyrrolidine-2-carbonitrile (11.5 mg). Reaction SMILES: [F:1][C:2]1[CH:11]=[C:10]2[C:5]([CH:6]=[CH:7][CH:8]=[N:9]2)=[CH:4][C:3]=1[CH:12]([CH3:17])[C:13]([NH:15][NH2:16])=O.[Cl:18][C:19]1[N:20]=[N:21][C:22](Cl)=[CH:23][CH:24]=1>C(O)CCC>[Cl:18][C:19]1[CH:24]=[CH:23][C:22]2[N:15]([C:13]([CH:12]([C:3]3[CH:4]=[C:5]4[C:10](=[CH:11][C:2]=3[F:1])[N:9]=[CH:8][CH:7]=[CH:6]4)[CH3:17])=[N:20][N:21]=2)[N:16]=1. Starting materials: FC1=C(C=C2C=CC=NC2=C1)C(C(=O)NN)C (2-(7-fluoroquinolin-6-yl)propanehydrazide), ClC=1N=NC(=CC1)Cl (3,6-dichloro-pyridazine). Isolated yield 44.3%. Run at temperature 140 celsius. Solvent: C(CCC)O (n-butanol). The product is ClC=1C=CC=2N(N1)C(=NN2)C(C)C=2C=C1C=CC=NC1=CC2F (6-(1-(6-Chloro-[1,2,4]triazolo[4,3-b]pyridazin-3-yl)ethyl)-7-fluoroquinoline). Procedure: A sealed tube was charged with 2-(7-fluoroquinolin-6-yl)propanehydrazide (11.4 g, 48.9 mmol), 3,6-dichloro-pyridazine (8.01 g, 53.8 mmol) and 190 mL of n-butanol. The mixture was heated at 140° C. for 12 h. After cooling, the solvent was removed in vacuo and the residue was purified by flash chromatography on silica gel eluting with EtOAc/methanol gradient to afford the title compound (7.1 g, 44%). 1H-NMR (400 MHz, DMSO-d6) δ ppm 8.95 (d, 1H), 8.49-8.46 (m, 2H), 7.96 (d, 1H), 7.84 (d, 1H), 7.58 ... The reactants are CC(C)=O, ON=Cc1ccco1, CC(=O)OC1NC(=O)NC(=O)C1(F)C(=O)OCC(C)C, c1ccncc1. Yields the product CC(C)COC(=O)C1(F)C(=O)NC(=O)NC1ON=Cc1ccco1. As a reaction SMILES: [CH3:29][C:30]([CH3:31])=[O:32].[CH:21]([c:22]1[cH:23][cH:24][cH:25][o:26]1)=[N:27][OH:28].[F:1][C:2]1([C:14](=[O:15])[O:16][CH2:17][CH:18]([CH3:19])[CH3:20])[C:3](=[O:13])[NH:4][C:5](=[O:12])[NH:6][CH:7]1[O:8][C:9](=[O:10])[CH3:11].[n:33]1[cH:34][cH:35][cH:36][cH:37][cH:38]1>>[F:1][C:2]1([C:14](=[O:15])[O:16][CH2:17][CH:18]([CH3:19])[CH3:20])[C:3](=[O:13])[NH:4][C:5](=[O:12])[NH:6][CH:7]1[O:8][N:27]=[CH:21][c:22]1[cH:23][cH:24][cH:25][o:26]1. Reactants: COC=1C=C2C=CNC2=CC1 (5-methoxy-1H-indole), BrCCCCBr (1,4-dibromobutane). Yields the product BrCCCCN1C=CC2=CC(=CC=C12)OC (1-(4-Bromobutyl)-5-methoxy-1H-indole). RXN SMILES: [CH3:1][O:2][C:3]1[CH:4]=[C:5]2[C:9](=[CH:10][CH:11]=1)[NH:8][CH:7]=[CH:6]2.[Br:12][CH2:13][CH2:14][CH2:15][CH2:16]Br>>[Br:12][CH2:13][CH2:14][CH2:15][CH2:16][N:8]1[C:9]2[C:5](=[CH:4][C:3]([O:2][CH3:1])=[CH:11][CH:10]=2)[CH:6]=[CH:7]1. Reported procedure: The procedure is as for Example 39 using as substrate 5-methoxy-1H-indole and 1,4-dibromobutane. Starting materials: COc1ccc(B(O)O)cc1, CCOC(C)=O, COc1ccc(Oc2c(I)sc3ccccc23)cc1. The product is COc1ccc(Oc2c(-c3ccc(OC)cc3)sc3ccccc23)cc1. As a reaction SMILES: [CH3:20][O:21][c:22]1[cH:23][cH:24][c:25]([B:28]([OH:29])[OH:30])[cH:26][cH:27]1.[CH3:31][CH2:32][O:33][C:34]([CH3:35])=[O:36].[I:1][c:2]1[c:3]([O:11][c:12]2[cH:13][cH:14][c:15]([O:18][CH3:19])[cH:16][cH:17]2)[c:4]2[c:5]([s:6]1)[cH:7][cH:8][cH:9][cH:10]2>>[c:2]1(-[c:25]2[cH:24][cH:23][c:22]([O:21][CH3:20])[cH:27][cH:26]2)[c:3]([O:11][c:12]2[cH:13][cH:14][c:15]([O:18][CH3:19])[cH:16][cH:17]2)[c:4]2[c:5]([s:6]1)[cH:7][cH:8][cH:9][cH:10]2. The reactants are N(=[N+]=[N-])C1C2C(OC1)C(CO2)OC (3-azido-6-methoxyhexahydrofuro[3,2-b]furan). Reagents/catalysts: [Pd] (Pd/C). The solvent is CO (MeOH). Conditions: time 8 hour. Yields the product COC1COC2C1OCC2N (6-methoxyhexahydrofuro[3,2-b]furan-3-amine). Isolated yield 51.9%. As a reaction SMILES: [N:1]([CH:4]1[CH2:8][O:7][CH:6]2[CH:9]([O:12][CH3:13])[CH2:10][O:11][CH:5]12)=[N+]=[N-]>CO.[Pd]>[CH3:13][O:12][CH:9]1[CH:6]2[O:7][CH2:8][CH:4]([NH2:1])[CH:5]2[O:11][CH2:10]1. Reported procedure: To a solution of 3-azido-6-methoxyhexahydrofuro[3,2-b]furan (0.85 g, 4.6 mmol) in MeOH (50 mL) was added Pd/C (10%, 94.5 mg). The reaction was stirred at rt overnight in 1 atm H2 atmosphere, then the mixture was filtered, and the filtrate was concentrated in vacuo. The residue was purified by silica gel column chromatography (DCM/MeOH (0.02 M NH3) (v/v)=25/1) to give the title compound as colorless oil (380 mg, 52.1%).